Task: describe an organic reaction: reactants, conditions, products, and yield. Dataset: the Open Reaction Database (ORD), a public repository of structured organic reaction records Reactants: CC(=O)O[BH-](OC(C)=O)OC(C)=O, O=C([O-])[O-], O=CCCc1ccc(OCc2ccccc2)cc1, c1ccc(CC2CC3CCC(C2)N3)cc1, ClC(Cl)Cl, ClCCCl, [Na+], [Na+], [Na+]. Yields the product c1ccc(COc2ccc(CCCN3C4CCC3CC(Cc3ccccc3)C4)cc2)cc1. Reaction SMILES: [C:38]([O:39][BH-:40]([O:41][C:42](=[O:43])[CH3:44])[O:45][C:46](=[O:47])[CH3:48])(=[O:49])[CH3:50].[C:56](=[O:57])([O-:58])[O-:59].[CH2:16]([c:17]1[cH:18][cH:19][cH:20][cH:21][cH:22]1)[O:23][c:24]1[cH:25][cH:26][c:27]([CH2:30][CH2:31][CH:32]=[O:33])[cH:28][cH:29]1.[CH2:1]([c:2]1[cH:3][cH:4][cH:5][cH:6][cH:7]1)[CH:8]1[CH2:9][CH:10]2[CH2:11][CH2:12][CH:13]([CH2:14]1)[NH:15]2.[CH:52]([Cl:53])([Cl:54])[Cl:55].[Cl:34][CH2:35][CH2:36][Cl:37].[Na+:51].[Na+:60].[Na+:61]>>[CH2:1]([c:2]1[cH:3][cH:4][cH:5][cH:6][cH:7]1)[CH:8]1[CH2:9][CH:10]2[CH2:11][CH2:12][CH:13]([CH2:14]1)[N:15]2[CH2:32][CH2:31][CH2:30][c:27]1[cH:26][cH:25][c:24]([O:23][CH2:16][c:17]2[cH:18][cH:19][cH:20][cH:21][cH:22]2)[cH:29][cH:28]1.